Dataset: the Open Reaction Database (ORD), a public repository of structured organic reaction records. Task: describe an organic reaction: reactants, conditions, products, and yield Starting materials: Cc1nc(-c2ccc(C(F)(F)F)cc2)sc1C(OCc1ccc(C#N)c(Br)c1)C(F)(F)F, CCOC(C)=O, Cc1ccccc1, C1CCC(P(C2CCCCC2)C2CCCCC2)CC1, OB(O)C1CC1, O. Product: Cc1nc(-c2ccc(C(F)(F)F)cc2)sc1C(OCc1ccc(C#N)c(C2CC2)c1)C(F)(F)F. RXN SMILES: [Br:1][c:2]1[c:3]([C:4]#[N:5])[cH:6][cH:7][c:8]([CH2:10][O:11][CH:12]([C:13]([F:14])([F:15])[F:16])[c:17]2[c:18]([CH3:32])[n:19][c:20](-[c:22]3[cH:23][cH:24][c:25]([C:28]([F:29])([F:30])[F:31])[cH:26][cH:27]3)[s:21]2)[cH:9]1.[CH3:58][CH2:59][O:60][C:61](=[O:62])[CH3:63].[CH3:64][c:65]1[cH:66][cH:67][cH:68][cH:69][cH:70]1.[CH:33]1([P:34]([CH:38]2[CH2:39][CH2:40][CH2:41][CH2:42][CH2:43]2)[CH:46]2[CH2:37][CH2:36][CH2:35][CH2:50][CH2:51]2)[CH2:44][CH2:45][CH2:47][CH2:48][CH2:49]1.[CH:52]1([B:53]([OH:54])[OH:55])[CH2:56][CH2:57]1.[OH2:71]>>[c:2]1([CH:50]2[CH2:46][CH2:51]2)[c:3]([C:4]#[N:5])[cH:6][cH:7][c:8]([CH2:10][O:11][CH:12]([C:13]([F:14])([F:15])[F:16])[c:17]2[c:18]([CH3:32])[n:19][c:20](-[c:22]3[cH:23][cH:24][c:25]([C:28]([F:29])([F:30])[F:31])[cH:26][cH:27]3)[s:21]2)[cH:9]1. Starting materials: [Al+3], COC(=O)c1cn(-c2ccc(OC)cc2)nc1CN1CCOCC1, [H-], [H-], [H-], [H-], [Li+], C1CCOC1. The product is COc1ccc(-n2cc(CO)c(CN3CCOCC3)n2)cc1. Reaction SMILES: [Al+3:26].[CH3:1][O:2][c:3]1[cH:4][cH:5][c:6](-[n:9]2[n:10][c:11]([CH2:18][N:19]3[CH2:20][CH2:21][O:22][CH2:23][CH2:24]3)[c:12]([C:14](=[O:15])[O:16][CH3:17])[cH:13]2)[cH:7][cH:8]1.[H-:25].[H-:28].[H-:29].[H-:30].[Li+:27].[O:31]1[CH2:32][CH2:33][CH2:34][CH2:35]1>>[CH3:1][O:2][c:3]1[cH:4][cH:5][c:6](-[n:9]2[n:10][c:11]([CH2:18][N:19]3[CH2:20][CH2:21][O:22][CH2:23][CH2:24]3)[c:12]([CH2:14][OH:15])[cH:13]2)[cH:7][cH:8]1. The reactants are C1(=CC=CC=C1)P(C1=CC=CC=C1)C1=CC=CC=C1 (triphenylphosphine), N(=NC(=O)OCC)C(=O)OCC (diethyl azodicarboxylate), C(C)(C)(C)OC(=O)N1[C@@H](CCC1)CO ((S)-1-t-Butoxycarbonyl-2-pyrrolidinemethanol), CC1=CC=C(C=N1)O (6-methyl-3-pyridinol). Solvent: C1CCOC1 (THF). Run at temperature 0 celsius, time 30 minute. Product: CC1=CC=C(C=N1)OC[C@H]1N(CCC1)C(=O)OC(C)(C)C (6-methyl-3-((1-t-butoxycarbonyl-2-(S)-pyrrolidinyl)methoxy)pyridine). Yield: 56.5%. Reaction SMILES: C1(P(C2C=CC=CC=2)C2C=CC=CC=2)C=CC=CC=1.N(C(OCC)=O)=NC(OCC)=O.[C:32]([O:36][C:37]([N:39]1[CH2:43][CH2:42][CH2:41][C@H:40]1[CH2:44][OH:45])=[O:38])([CH3:35])([CH3:34])[CH3:33].[CH3:46][C:47]1[N:52]=[CH:51][C:50](O)=[CH:49][CH:48]=1>C1COCC1>[CH3:46][C:47]1[N:52]=[CH:51][C:50]([O:45][CH2:44][C@@H:40]2[CH2:41][CH2:42][CH2:43][N:39]2[C:37]([O:36][C:32]([CH3:35])([CH3:34])[CH3:33])=[O:38])=[CH:49][CH:48]=1. Procedure details: To a solution of triphenylphosphine (3.83 g, 14.60 mmol) in 40 mL of anhydrous THF at 0° C. was added diethyl azodicarboxylate (2.3 mL, 14.60 mmol) dropwise. The mixture was stirred at 0° C. for 30 minutes, then brought to room temperature. (S)-1-t-Butoxycarbonyl-2-pyrrolidinemethanol (1.96 g, 9.75 mmol, Aldrich Chemical Co.) and 6-methyl-3-pyridinol (Aldrich Chemical Co., 1.60 g, 14.60 mmol) were added to the reaction vessel, and the mixture was stirred for 16 hours. Solvent was removed in vacu... The reactants are COc1csc(C(=O)O)c1, O=S(Cl)Cl. Yields the product COc1csc(C(=O)Cl)c1. Reaction SMILES: [CH3:1][O:2][c:3]1[cH:4][c:5]([C:8](=[O:9])[OH:10])[s:6][cH:7]1.[S:11]([Cl:12])([Cl:13])=[O:14]>>[CH3:1][O:2][c:3]1[cH:4][c:5]([C:8](=[O:10])[Cl:13])[s:6][cH:7]1. Starting materials: CO (methanol), COC(CN(CCCCCCCCCCC)C1CC(NC(C1)(C)C)(C)C)=O (N-(2,2,6,6-tetramethyl-4-piperidinyl)-N-undecanylglycine methyl ester), CC1(NC(CC(C1)O)(C)C)C (2,2,6,6-tetramethyl-4-piperidinol), [NH2-].[Li+] (lithium amide). Solvent: CCCCCCC (heptane), CCCCCCC (heptane). Product: CC1(NC(CC(C1)OC(CN(CCCCCCCCCCC)C1CC(NC(C1)(C)C)(C)C)=O)(C)C)C (N-(2,2,6,6-tetramethyl-4-piperidinyl)-N-undecanylglycine(2,2,6,6-tetramethyl-4-piperidinyl)ester). Isolated yield 63.2%. RXN SMILES: [CH3:1][O:2][C:3](=[O:27])[CH2:4][N:5]([CH:17]1[CH2:22][C:21]([CH3:24])([CH3:23])[NH:20][C:19]([CH3:26])([CH3:25])[CH2:18]1)[CH2:6][CH2:7][CH2:8][CH2:9][CH2:10][CH2:11][CH2:12][CH2:13][CH2:14][CH2:15][CH3:16].[CH3:28][C:29]1([CH3:38])[CH2:34]C(O)[CH2:32][C:31]([CH3:37])([CH3:36])[NH:30]1.[NH2-].[Li+].CO>CCCCCCC>[CH3:28][C:29]1([CH3:38])[CH2:34][CH:1]([O:2][C:3](=[O:27])[CH2:4][N:5]([CH:17]2[CH2:22][C:21]([CH3:24])([CH3:23])[NH:20][C:19]([CH3:26])([CH3:25])[CH2:18]2)[CH2:6][CH2:7][CH2:8][CH2:9][CH2:10][CH2:11][CH2:12][CH2:13][CH2:14][CH2:15][CH3:16])[CH2:32][C:31]([CH3:37])([CH3:36])[NH:30]1 |f:2.3|. Procedure: To the same flask as used in Example 1 were added 39.4 g (0.1 mole) of N-(2,2,6,6-tetramethyl-4-piperidinyl)-N-undecanylglycine methyl ester, 17.3 g (0.11 mole) of 2,2,6,6-tetramethyl-4-piperidinol, 0.23 g of lithium amide and 100 g of heptane. The temperature was raised with stirring, and reaction was carried out at 98° to 105° C. for 6 hours, during which methanol was removed from the reaction system by means of the Deanstark trap. After completion of the reaction, water was added to the react...